Dataset: the Open Reaction Database (ORD), a public repository of structured organic reaction records. Task: describe an organic reaction: reactants, conditions, products, and yield The reactants are ClC1=C(C=O)C=C(C(=C1)F)C1=NN(C(=C1Cl)OC(F)F)C (2-chloro-5-(4-chloro-5-difluoromethoxy-1-methyl-1H-pyrazol-3-yl)-4-fluorobenzaldehyde), BrC(P(OC(C)C)(=O)OC(C)C)P(OC(C)C)(=O)OC(C)C (tetraisopropyl bromomethanediphosphonate), [H-].[Na+] (sodium hydride). Yields the product crude product, BrC(=CC1=C(C=C(C(=C1)C1=NN(C(=C1Cl)OC(F)F)C)F)Cl)P(OC(C)C)(OC(C)C)=O (diisopropyl 1-bromo-2-[2-chloro-5-(4-chloro-5-difluoromethoxy-1-methyl-1H-pyrazol-3-yl)-4-fluorophenyl]vinylphosphonate). Yield: 21.5%. RXN SMILES: [Br:1][CH:2]([P:13]([O:19][CH:20]([CH3:22])[CH3:21])(=[O:18])[O:14][CH:15]([CH3:17])[CH3:16])P(OC(C)C)(=O)OC(C)C.[H-].[Na+].[Cl:25][C:26]1[CH:33]=[C:32]([F:34])[C:31]([C:35]2[C:39]([Cl:40])=[C:38]([O:41][CH:42]([F:44])[F:43])[N:37]([CH3:45])[N:36]=2)=[CH:30][C:27]=1[CH:28]=O>>[Br:1][C:2]([P:13](=[O:18])([O:14][CH:15]([CH3:16])[CH3:17])[O:19][CH:20]([CH3:21])[CH3:22])=[CH:28][C:27]1[CH:30]=[C:31]([C:35]2[C:39]([Cl:40])=[C:38]([O:41][CH:42]([F:43])[F:44])[N:37]([CH3:45])[N:36]=2)[C:32]([F:34])=[CH:33][C:26]=1[Cl:25] |f:1.2|. Reported procedure: Following the procedure described in Example 40 and using 3.4 g (8 mmol) of tetraisopropyl bromomethanediphosphonate, 0.2 g (8 mmol) of sodium hydride and 1.6 g (4 mmol) of 2-chloro-5-(4-chloro-5-difluoromethoxy-1-methyl-1H-pyrazol-3-yl)-4-fluorobenzaldehyde, a crude product is obtained whose silica gel chromatography first revealed 0.5 g of diisopropyl 1-bromo-2-[2-chloro-5-(4-chloro-5-difluoromethoxy-1-methyl-1H-pyrazol-3-yl)-4-fluorophenyl]vinylphosphonate followed by 0.4 g of diisopropyl 2-[... RXN SMILES: [CH3:25][CH2:26][OH:27].[Cl:2][c:3]1[c:4]([CH:5]=[N:6][NH:7][C:8]([S:9][CH3:10])=[NH:11])[c:12]([Cl:16])[cH:13][cH:14][cH:15]1.[IH:1].[NH2:17][CH2:18][c:19]1[cH:20][cH:21][cH:22][cH:23][cH:24]1.[OH2:28]>>[Cl:2][c:3]1[c:4]([CH:5]=[N:6][NH:7][C:8](=[NH:11])[NH:17][CH2:18][c:19]2[cH:20][cH:21][cH:22][cH:23][cH:24]2)[c:12]([Cl:16])[cH:13][cH:14][cH:15]1. Yields the product N=C(NCc1ccccc1)NN=Cc1c(Cl)cccc1Cl. Starting materials: CCO, CSC(=N)NN=Cc1c(Cl)cccc1Cl, I, NCc1ccccc1, O. Starting materials: BrCC(=O)NC1=NOC=C1 (2-bromo-N-isoxazol-3-yl-acetamide), N12C[C@@H](C(CC1)CC2)O ((R)-1-aza-bicyclo[2.2.2]octan-3-ol). Run in C(Cl)(Cl)Cl.C(C)#N (chloroform acetonitrile). Conditions: time 30 minute. Product: [Br-].O[C@H]1C[N+]2(CCC1CC2)CC(NC2=NOC=C2)=O ((R)-3-Hydroxy-1-(isoxazol-3-ylcarbamoylmethyl)-1-azonia-bicyclo[2.2.2]octane bromide). RXN SMILES: [Br:1][CH2:2][C:3]([NH:5][C:6]1[CH:10]=[CH:9][O:8][N:7]=1)=[O:4].[N:11]12[CH2:18][CH2:17][CH:14]([CH2:15][CH2:16]1)[C@@H:13]([OH:19])[CH2:12]2>C(Cl)(Cl)Cl.C(#N)C>[Br-:1].[OH:19][C@@H:13]1[CH:14]2[CH2:17][CH2:18][N+:11]([CH2:2][C:3](=[O:4])[NH:5][C:6]3[CH:10]=[CH:9][O:8][N:7]=3)([CH2:16][CH2:15]2)[CH2:12]1 |f:2.3,4.5|. Reported procedure: A solution comprising 2-bromo-N-isoxazol-3-yl-acetamide (0.975 g, 4.72 mmol), (R)-1-aza-bicyclo[2.2.2]octan-3-ol (0.549 g, 4.32 mmol) in chloroform/acetonitrile (1:1) (10 ml) is stirred at room temperature for 30 minutes. The resultant precipitate is filtered, washed with chloroform/acetonitrile (1:1) and dried under vacuum to yield the titled compound as a white solid. Reactants: C1C=C(N2[C@H]1CC2=O)C(=O)[O-] (1-carbapen-2-em-3-carboxylate), S[C@H]1C[C@H](N(C1)C(=O)OCC1=CC=C(C=C1)[N+](=O)[O-])C1CC(N1C)=O ((2S,4S)-4-mercapto-2-(N-methyl-2-azetidinon-4-yl)-N-(p-nitrobenzyloxycarbonyl)pyrrolidine). Yields the product O[C@H](C)[C@@H]1[C@@H]2N(C(=C(C2)S[C@H]2C[C@H](N(C2)C(=O)OCC2=CC=C(C=C2)[N+](=O)[O-])C2CC(N2C)=O)C(=O)OCC2=CC=C(C=C2)[N+](=O)[O-])C1=O (p-nitrobenzyl (5R,6S)-6-[(R)-1-hydroxyethyl]-2-[(2S,4S)-2-(N-methyl-2-azetidinon-4-yl)-N-(p-nitrobenzyloxycarbonyl)pyrrolidin-4-ylthio]-1-carbapen-2-em-3-carboxylate). Yield: 185.8%. Reaction SMILES: [CH2:1]1[C@@H:5]2[CH2:6][C:7](=[O:8])[N:4]2[C:3]([C:9]([O-:11])=[O:10])=[CH:2]1.[SH:12][C@@H:13]1[CH2:17][N:16]([C:18]([O:20][CH2:21][C:22]2[CH:27]=[CH:26][C:25]([N+:28]([O-:30])=[O:29])=[CH:24][CH:23]=2)=[O:19])[C@H:15]([CH:31]2[N:34]([CH3:35])[C:33](=[O:36])[CH2:32]2)[CH2:14]1>>[OH:36][C@@H:33]([C@H:6]1[C:7](=[O:8])[N:4]2[C:3]([C:9]([O:11][CH2:21][C:22]3[CH:27]=[CH:26][C:25]([N+:28]([O-:30])=[O:29])=[CH:24][CH:23]=3)=[O:10])=[C:2]([S:12][C@@H:13]3[CH2:17][N:16]([C:18]([O:20][CH2:21][C:22]4[CH:23]=[CH:24][C:25]([N+:28]([O-:30])=[O:29])=[CH:26][CH:27]=4)=[O:19])[C@H:15]([CH:31]4[N:34]([CH3:35])[C:33](=[O:36])[CH2:32]4)[CH2:14]3)[CH2:1][C@H:5]12)[CH3:32]. Reported procedure: The same procedure as in Example 1-1 was carried out by using p-nitrobenzyl (5R,6S)-2-diphenoxyphosphoryloxy-6-8 (R)-1-hydroxyethyl]-1-carbapen-2-em-3-carboxylate (235 mg, 0.40 mmol) and (2S,4S)-4-mercapto-2-(N-methyl-2-azetidinon-4-yl)-N-(p-nitrobenzyloxycarbonyl)pyrrolidine (149 mg, 0.41 mmol, compound of Reference Example 7) to obtain p-nitrobenzyl (5R,6S)-6-[(R)-1-hydroxyethyl]-2-[(2S,4S)-2-(N-methyl-2-azetidinon-4-yl)-N-(p-nitrobenzyloxycarbonyl)pyrrolidin-4-ylthio]-1-carbapen-2-em-3-carbox... Starting materials: BrC=1C(N(C(N(N1)C)=O)C)=O (6-bromo-2,4-dimethyl-2H-[1,2,4]triazine-3,5-dione), FC(C1=C(OC2CNCC2)C=CC=C1)(F)F (3-(2-trifluoromethyl-phenoxy)-pyrrolidine). Yields the product CN1N=C(C(N(C1=O)C)=O)N1CC(CC1)OC1=C(C=CC=C1)C(F)(F)F (2,4-dimethyl-6-[3-(2-trifluoromethyl-phenoxy)-pyrrolidin-1-yl]-2H-[1,2,4]triazine-3,5-dione), C(CCC)O (n-butanol). The yield is 60.0%. As a reaction SMILES: Br[C:2]1[C:3](=[O:11])[N:4]([CH3:10])[C:5](=[O:9])[N:6]([CH3:8])[N:7]=1.[F:12][C:13]([F:27])([F:26])[C:14]1[CH:25]=[CH:24][CH:23]=[CH:22][C:15]=1[O:16][CH:17]1[CH2:21][CH2:20][NH:19][CH2:18]1>>[CH3:8][N:6]1[C:5](=[O:9])[N:4]([CH3:10])[C:3](=[O:11])[C:2]([N:19]2[CH2:20][CH2:21][CH:17]([O:16][C:15]3[CH:22]=[CH:23][CH:24]=[CH:25][C:14]=3[C:13]([F:12])([F:27])[F:26])[CH2:18]2)=[N:7]1.[CH2:15]([OH:16])[CH2:14][CH2:25][CH3:24]. Procedure: The compound 37 (solid) is prepared from the triazine 1b and from the intermediate 11a according to the synthesis method 1 in n-butanol (yield: 60%).